describe an organic reaction: reactants, conditions, products, and yield From a dataset of the Open Reaction Database (ORD), a public repository of structured organic reaction records. Reactants: N(=O)OC(C)(C)C (t-butyl nitrite), NC1=NC(=NC2=CC(=CC=C12)C(F)(F)F)C1=C(C=CC=C1)SCC (4-amino-2-(2-ethylsulfanylphenyl)-7-trifluoromethylquinazoline), CN(C)C=O (DMF). Solvent: O (Water). Run at temperature 100 celsius, time 45 minute. The product is C(C)SC1=C(C=CC=C1)C1=NC2=CC(=CC=C2C=N1)C(F)(F)F (2-(2-ethylsulfanylphenyl)-7-trifluoromethylquinazoline). Isolated yield 15.3%. RXN SMILES: N(OC(C)(C)C)=O.N[C:9]1[C:18]2[C:13](=[CH:14][C:15]([C:19]([F:22])([F:21])[F:20])=[CH:16][CH:17]=2)[N:12]=[C:11]([C:23]2[CH:28]=[CH:27][CH:26]=[CH:25][C:24]=2[S:29][CH2:30][CH3:31])[N:10]=1.CN(C=O)C>O>[CH2:30]([S:29][C:24]1[CH:25]=[CH:26][CH:27]=[CH:28][C:23]=1[C:11]1[N:10]=[CH:9][C:18]2[C:13](=[CH:14][C:15]([C:19]([F:21])([F:22])[F:20])=[CH:16][CH:17]=2)[N:12]=1)[CH3:31]. Reported procedure: 324 mg of t-butyl nitrite was added to a mixture of 506 mg of 4-amino-2-(2-ethylsulfanylphenyl)-7-trifluoromethylquinazoline and 10 ml of DMF at 100° C., and the mixture was stirred at 100° C. for 45 minutes. Water was added to the cooled reaction mixture, and the mixture was extracted with t-butyl methyl ether. The organic layer was washed with water and dried over anhydrous magnesium sulfate, and then concentrated under reduced pressure. The resulting residue was applied to a silica gel column... Reactants: CC1=C(SC(=N1)C)/C=C/C(=O)N(C)C (3-dimethylamino-1-(2,4-dimethyl-thiazol-5-yl)-propenone), [N+](=O)(O)[O-].[N+](=O)([O-])C=1C=C(C=CC1)NC(=N)N (N-(3-nitro-phenyl)-guanidine nitrate), [OH-].[Na+] (NaOH). Solvent: COCCO (2-methoxyethanol). Yields the product CC=1SC(=C(N1)C)C1=NC(=NC=C1)NC1=CC(=CC=C1)[N+](=O)[O-] ({4-(2,4-Dimethyl-thiazol-5-yl)-pyrimidin-2-yl}-(3-nitro-phenyl)-amine). Isolated yield 46.1%. Reaction SMILES: [CH3:1][C:2]1[N:6]=[C:5]([CH3:7])[S:4][C:3]=1/[CH:8]=[CH:9]/[C:10](N(C)C)=O.[N+]([O-])(O)=O.[N+:19]([C:22]1[CH:23]=[C:24]([NH:28][C:29]([NH2:31])=[NH:30])[CH:25]=[CH:26][CH:27]=1)([O-:21])=[O:20].[OH-].[Na+]>COCCO>[CH3:7][C:5]1[S:4][C:3]([C:8]2[CH:9]=[CH:10][N:31]=[C:29]([NH:28][C:24]3[CH:25]=[CH:26][CH:27]=[C:22]([N+:19]([O-:21])=[O:20])[CH:23]=3)[N:30]=2)=[C:2]([CH3:1])[N:6]=1 |f:1.2,3.4|. Reported procedure: A mixture of 3-dimethylamino-1-(2,4-dimethyl-thiazol-5-yl)-propenone (1.0 mmol, 0.21 g) and N-(3-nitro-phenyl)-guanidine nitrate (1.0 mmol, 0.24 g) in 2-methoxyethanol (5 mL) was treated with NaOH (40 mg). The reaction mixture was refluxed under N2 for 20 h. The solvent was evaporated and the residue was purified by flash chromatography (EtOAc/PE, 5:1) and recrystallisation from EtOAc/MeOH to afford the title compound as a yellow solid (151 mg, 46%). M.p. 176-178° C. LC−MS: m/z=328 (M+1). C15H13... The reactants are CC(=O)[O-], O=C([O-])O, CC(=O)[O-], CCC(O)(C=Cc1ccc(C(CC)(CC)c2ccc(B3OC(C)(C)C(C)(C)O3)cc2)cc1C)CC, COC(=O)Cc1ccc(OC)c(Br)c1, Cc1ccccc1, COc1cccc(OC)c1-c1ccccc1P(C1CCCCC1)C1CCCCC1, [K+], [K+], [K+], [Na+], O, O=P([O-])([O-])[O-], [Pd+2]. The product is CCC(O)(C=Cc1ccc(C(CC)(CC)c2ccc(-c3cc(CC(=O)OC)ccc3OC)cc2)cc1C)CC. As a reaction SMILES: [C:104]([O-:105])(=[O:106])[CH3:107].[C:87](=[O:88])([OH:89])[O-:90].[C:99]([O-:100])(=[O:101])[CH3:102].[CH2:52]([CH3:53])[C:54]([CH:55]=[CH:56][c:57]1[c:58]([CH3:83])[cH:59][c:60]([C:63]([CH2:64][CH3:65])([c:66]2[cH:67][cH:68][c:69]([B:72]3[O:73][C:74]([CH3:75])([CH3:76])[C:77]([CH3:78])([CH3:79])[O:80]3)[cH:70][cH:71]2)[CH2:81][CH3:82])[cH:61][cH:62]1)([CH2:84][CH3:85])[OH:86].[CH3:1][O:2][C:3]([CH2:4][c:5]1[cH:6][c:7]([Br:13])[c:8]([O:11][CH3:12])[cH:9][cH:10]1)=[O:14].[CH3:92][c:93]1[cH:94][cH:95][cH:96][cH:97][cH:98]1.[CH:15]1([P:16]([CH:17]2[CH2:18][CH2:19][CH2:20][CH2:21][CH2:22]2)[c:23]2[cH:24][cH:25][cH:26][cH:27][c:28]2-[c:29]2[c:30]([O:31][CH3:32])[cH:33][cH:34][cH:35][c:36]2[O:37][CH3:38])[CH2:39][CH2:40][CH2:41][CH2:42][CH2:43]1.[K+:49].[K+:50].[K+:51].[Na+:91].[OH2:108].[P:44]([O-:45])([O-:46])([O-:47])=[O:48].[Pd+2:103]>>[CH3:1][O:2][C:3]([CH2:4][c:5]1[cH:6][c:7](-[c:69]2[cH:68][cH:67][c:66]([C:63]([c:60]3[cH:59][c:58]([CH3:83])[c:57]([CH:56]=[CH:55][C:54]([CH2:52][CH3:53])([CH2:84][CH3:85])[OH:86])[cH:62][cH:61]3)([CH2:64][CH3:65])[CH2:81][CH3:82])[cH:71][cH:70]2)[c:8]([O:11][CH3:12])[cH:9][cH:10]1)=[O:14]. Starting materials: [H-].[Al+3].[Li+].[H-].[H-].[H-] (Lithium aluminum hydride), COC1=C(C(=CC=C1)OC)CN1C(C2N(C3=C1C=CC=N3)CCC2)=O (6a,7,8,9-tetrahydro-5-[(2,6-dimethoxyphenyl)methyl]pyrido[3,2-e]pyrrolo[1,2-a]pyrazin-6(5H)-one), O1CCCC1 (tetrahydrofuran). The solvent is CCOCC (ether), C(C)OCC (diethyl ether). The product is COC1=C(C(=CC=C1)OC)CN1CC2N(C3=C1C=CC=N3)CCC2 (5-[(2,6-dimethoxyphenyl)methyl]-5,6,6a,7,8,9-hexahydropyrido[3,2-e]pyrrolo[1,2-a]pyrazine). Isolated yield 67.0%. Reaction SMILES: [H-].[Al+3].[Li+].[H-].[H-].[H-].[CH3:7][O:8][C:9]1[CH:14]=[CH:13][CH:12]=[C:11]([O:15][CH3:16])[C:10]=1[CH2:17][N:18]1[C:23]2[CH:24]=[CH:25][CH:26]=[N:27][C:22]=2[N:21]2[CH2:28][CH2:29][CH2:30][CH:20]2[C:19]1=O.O1CCCC1>CCOCC>[CH3:16][O:15][C:11]1[CH:12]=[CH:13][CH:14]=[C:9]([O:8][CH3:7])[C:10]=1[CH2:17][N:18]1[C:23]2[CH:24]=[CH:25][CH:26]=[N:27][C:22]=2[N:21]2[CH2:28][CH2:29][CH2:30][CH:20]2[CH2:19]1 |f:0.1.2.3.4.5|. Procedure details: Lithium aluminum hydride (1 g.) was dissolved in 100 ml. of anhydrous diethyl ether. To the stirred solution was added over a period of fifteen minutes a solution of 6a,7,8,9-tetrahydro-5-[(2,6-dimethoxyphenyl)methyl]pyrido[3,2-e]pyrrolo[1,2-a]pyrazin-6(5H)-one (1 g., 0.003 mole) in 50 ml. of dry tetrahydrofuran. The reaction mixture was refluxed for eighteen hours and was worked up by adding wet ether, filtering, drying and evaporating in vacuo. The residue (m.p. 110°-112° C.) was dissolved in ... The reactants are CN(C)C=O, Sc1nc2cc(Cl)ccc2s1, CI, [Na+], [OH-]. The product is CSc1nc2cc(Cl)ccc2s1. Reaction SMILES: [CH3:16][N:17]([CH3:18])[CH:19]=[O:20].[Cl:1][c:2]1[cH:3][cH:4][c:5]2[c:6]([n:7][c:8]([SH:10])[s:9]2)[cH:11]1.[I:14][CH3:15].[Na+:13].[OH-:12]>>[Cl:1][c:2]1[cH:3][cH:4][c:5]2[c:6]([n:7][c:8]([S:10][CH3:15])[s:9]2)[cH:11]1. The reactants are CS(C)=O, OCCc1ccc(F)cc1, O=C(O)c1ccccc1I(=O)=O, O. Product: O=CCc1ccc(F)cc1. Reaction SMILES: [CH3:24][S:25]([CH3:26])=[O:27].[F:13][c:14]1[cH:15][cH:16][c:17]([CH2:20][CH2:21][OH:22])[cH:18][cH:19]1.[I:1]([c:2]1[cH:3][cH:4][cH:5][cH:6][c:7]1[C:8]([OH:9])=[O:10])(=[O:11])=[O:12].[OH2:23]>>[F:13][c:14]1[cH:15][cH:16][c:17]([CH2:20][CH:21]=[O:22])[cH:18][cH:19]1. The reactants are CN(C)C1=CC=C(C=C1)NC2C=CC(=O)C=C2 (leuco indoaniline), O=C1C(O)=C(O)[C@H](O1)[C@@H](O)CO (ascorbic acid), C1=CC(=O)C=CC1=NC2=CC=C(C=C2)N (indoaniline), O=C1C(O)=C(O)[C@H](O1)[C@@H](O)CO (ascorbic acid). Run in alcohol, C(C)O (ethanol). Yields the product COC1=CC=C(C2=CC=CC=C12)O (4-methoxy-1-hydroxy-naphthalene). RXN SMILES: CN(C1C=CC(N[CH:11]2[CH:17]=[CH:16][C:14](=[O:15])[CH:13]=[CH:12]2)=CC=1)C.O=C1O[C@H:24]([C@H:26](CO)O)[C:22](O)=[C:20]1O.C1C(=NC2C=CC(N)=CC=2)C=C[C:32](=[O:33])C=1>C(O)C>[CH3:32][O:33][C:11]1[C:12]2[C:13](=[CH:20][CH:22]=[CH:24][CH:26]=2)[C:14]([OH:15])=[CH:16][CH:17]=1. Procedure: The other developer was the leuco indoaniline dye ##STR23## prepared from the reduction of the dye with ascorbic acid in alcohol. 0.72 g of the indoaniline dye ##STR24## was dissolved in 36 ml of ethanol and 0.432 g of ascorbic acid was added. This solution was added to the polymer premix solution after the color change from blue to brown. The reactants are C(C(=O)O)(=O)O (oxalic acid), ClCCC1OC2=C(C(N(C1)C)=O)C=NC=C2 (2-(2-chloroethyl)-2,3-dihydro-4-methylpyrido[3,4-f][1,4]oxazepin-5(4H)-one), CNC (dimethylamine), CNC (dimethylamine). Solvent: C(C)(C)O (isopropyl alcohol), O (water). Run at time 72 hour. The product is O.C(C(=O)O)(=O)O.CN(CCC1OC2=C(C(N(C1)C)=O)C=NC=C2)C (2-[2-(Dimethylamino)ethyl]-2,3-dihydro-4-methylpyrido[3,4-f][1,4]oxazepin-5(4H)-one oxalate hydrate). RXN SMILES: Cl[CH2:2][CH2:3][CH:4]1[CH2:10][N:9]([CH3:11])[C:8](=[O:12])[C:7]2[CH:13]=[N:14][CH:15]=[CH:16][C:6]=2[O:5]1.[C:17]([OH:22])(=[O:21])[C:18]([OH:20])=[O:19].[CH3:23][NH:24][CH3:25]>C(O)(C)C.O>[OH2:5].[C:17]([OH:22])(=[O:21])[C:18]([OH:20])=[O:19].[CH3:23][N:24]([CH3:25])[CH2:2][CH2:3][CH:4]1[CH2:10][N:9]([CH3:11])[C:8](=[O:12])[C:7]2[CH:13]=[N:14][CH:15]=[CH:16][C:6]=2[O:5]1 |f:5.6.7|. Procedure: A solution of 5 g (0.02 mole) of 2-(2-chloroethyl)-2,3-dihydro-4-methylpyrido[3,4-f][1,4]oxazepin-5(4H)-one, in 25 ml of dimethylamine was placed in a sealed vessel and stirred for 72 hr. The vessel was opened and the excess dimethylamine allowed to evaporate. The residue was dissolved in chloroform and the solvent was stripped off in vacuo to remove excess dimethylamine. The residue was partitioned between dilute sodium hydroxide and ethyl acetate. The ethyl acetate solution was concentrated an... Starting materials: O1C(C)(C1)C(F)(F)F (2,3-epoxy-2-trifluoromethylpropane), C(=O)(O)CN1CCN(CCN(CCNCC1)CC(=O)O)CC(=O)O (1,4,7-tris-carboxymethyl-1,4,7,10-tetraazacyclododecane), [OH-].[K+] (potassium hydroxide). The solvent is O1CCOCC1 (dioxane), O (water). Conditions: temperature 70 celsius, time 24 hour. Yields the product OC(CN1CCN(CCN(CCN(CC1)CC(=O)O)CC(=O)O)CC(=O)O)(C)C(F)(F)F (10-(2-Hydroxy-2-trifluoromethyl-propyl)-1,4,7-tris-carboxymethyl-1,4,7,10-tetraazacyclododecane). As a reaction SMILES: [O:1]1[CH2:4][C:2]1([C:5]([F:8])([F:7])[F:6])[CH3:3].[C:9]([CH2:12][N:13]1[CH2:24][CH2:23][NH:22][CH2:21][CH2:20][N:19]([CH2:25][C:26]([OH:28])=[O:27])[CH2:18][CH2:17][N:16]([CH2:29][C:30]([OH:32])=[O:31])[CH2:15][CH2:14]1)([OH:11])=[O:10].[OH-].[K+]>O1CCOCC1.O>[OH:1][C:2]([C:5]([F:8])([F:7])[F:6])([CH3:3])[CH2:4][N:22]1[CH2:23][CH2:24][N:13]([CH2:12][C:9]([OH:11])=[O:10])[CH2:14][CH2:15][N:16]([CH2:29][C:30]([OH:32])=[O:31])[CH2:17][CH2:18][N:19]([CH2:25][C:26]([OH:28])=[O:27])[CH2:20][CH2:21]1 |f:2.3|. Procedure: 10.29 g (86.58 mmol) of 2,3-epoxy-2-trifluoromethylpropane and 10 g (28.86 mmol) of 1,4,7-tris-carboxymethyl-1,4,7,10-tetraazacyclododecane are dissolved in a mixture of 50 ml of dioxane/80 ml of water, and the pH is brought to 10 with 6N potassium hydroxide solution. It is stirred for 24 hours at 70° C. (with exclusion of pressure). It is evaporated to dryness, the residue is taken up with 300 ml of water/50 ml of methanol and extracted twice with 100 ml of tert-butyl methyl ether. The aqueous ...